From a dataset of the Open Reaction Database (ORD), a public repository of structured organic reaction records. describe an organic reaction: reactants, conditions, products, and yield Run in CCCCCC (hexane), O1CCCC1 (tetrahydrofuran). The product is C(C)C=1SC=C2C1CN(C2)S(=O)(=O)C2=CC=C(C)C=C2 (1-Ethyl-5-tosyl-5,6-dihydro-4H-thieno[3,4-c]pyrrole). RXN SMILES: [CH2:1]([Li])[CH2:2][CH2:3][CH3:4].[S:6]([N:16]1[CH2:20]C2=C[S:22][CH:23]=[C:18]2[CH2:17]1)([C:9]1[CH:15]=[CH:14][C:12]([CH3:13])=[CH:11][CH:10]=1)(=[O:8])=[O:7].ICC>CCCCCC.O1CCCC1>[CH2:3]([C:2]1[S:22][CH:23]=[C:18]2[CH2:17][N:16]([S:6]([C:9]3[CH:10]=[CH:11][C:12]([CH3:13])=[CH:14][CH:15]=3)(=[O:8])=[O:7])[CH2:20][C:1]=12)[CH3:4]. Conditions: time 2 hour. Procedure: 3.75 ml of a 1.6M solution of n-butyllithium in hexane are added, at -70° C., to a solution of 1.4 g of 5-tosyl-5,6-dihydro-4H-thieno[3,4-c]pyrrole in 15 ml of dry tetrahydrofuran. 0.51 ml of iodoethane is then added and the mixture is stirred at room temperature for 2 h and the solution is then poured into 100 ml of ice-cold water. The solid formed is filtered off, washed with hexane and recrystallized from ethanol. 0.16 g of product is obtained. Melting point: 117°-120° C. Starting materials: solution, C(CCC)[Li] (n-butyllithium), S(=O)(=O)(C1=CC=C(C)C=C1)N1CC=2C(C1)=CSC2 (5-tosyl-5,6-dihydro-4H-thieno[3,4-c]pyrrole), ICC (iodoethane), ice. Starting materials: N1C=CC2=CC=CC(=C12)C(=O)O (indole-7-carboxylic acid), C(=O)(N1C=NC=C1)N1C=NC=C1 (1,1'-carbonyldiimidazole), N1=C(N=CC=C1)N1CCNCC1 (1-(2-pyrimidyl)piperazine). The solvent is CN(C=O)C (dimethylformamide). Reaction conditions: time 3 hour. Yields the product N1C=CC2=CC=CC(=C12)C(=O)N1CCN(CC1)C1=NC=CC=N1 (1-(1H-Indol-7-ylcarbonyl)-4-(2-pyrimidinyl)piperazine). Yield: 76.5%. RXN SMILES: [NH:1]1[C:9]2[C:4](=[CH:5][CH:6]=[CH:7][C:8]=2[C:10]([OH:12])=O)[CH:3]=[CH:2]1.C(N1C=CN=C1)(N1C=CN=C1)=O.[N:25]1[CH:30]=[CH:29][CH:28]=[N:27][C:26]=1[N:31]1[CH2:36][CH2:35][NH:34][CH2:33][CH2:32]1>CN(C)C=O>[NH:1]1[C:9]2[C:4](=[CH:5][CH:6]=[CH:7][C:8]=2[C:10]([N:34]2[CH2:35][CH2:36][N:31]([C:26]3[N:25]=[CH:30][CH:29]=[CH:28][N:27]=3)[CH2:32][CH2:33]2)=[O:12])[CH:3]=[CH:2]1. Reported procedure: To a chilled solution of indole-7-carboxylic acid (3.22 g; 0.02 mole) in 30ml dimethylformamide was added 1,1'-carbonyldiimidazole (3.24 g; 0.02 mole). This was stirred at ice bath temperature for 40 minutes after whicha solution of 1-(2-pyrimidyl)piperazine (4.1 g; 0.025 moles) was added. This was stirred at ambient temperature for 3 hours and the solvent was concentrated in vacuo. The resulting oil was triturated with water to give5.7 g (93%) of a solid, m.p. 194°-197° C. The solid was recryst... Reported procedure: Crude 2-t-butylazo-2-butylperoxypropane was prepared by reacting 2-t-butylazo-2-chloropropane with an aqueous solution of the potassium salt of t-butyl hydroperoxide according to the method described in MacLeay, Lange and Sheppard application Ser. No. 426,411 filed Dec. 19, 1973, (which is incorporated herein by reference). The resultant product contained approximately 75% 2-t-butylazo -2-t-butylperoxypropane and 25% 2-t-butylazo-2-hydroxy-propane (which has been marketed as "LUCEL 3"). Reactants: C(C)(C)(C)N=NC(C)(C)Cl (2-t-butylazo-2-chloropropane), resultant product, C(C)(C)(C)N=NC(C)(C)OOC(C)(C)C (2-t-butylazo -2-t-butylperoxypropane), [K] (potassium), C(C)(C)(C)OO (t-butyl hydroperoxide), C(C)(C)(C)N=NC(C)(C)O (2-t-butylazo-2-hydroxy-propane). RXN SMILES: [C:1](N=NC(Cl)(C)C)(C)(C)[CH3:2].[K].C(OO)(C)(C)C.[C:18]([N:22]=[N:23][C:24]([O:27][O:28][C:29]([CH3:32])(C)C)([CH3:26])[CH3:25])([CH3:21])([CH3:20])[CH3:19].C(N=NC(O)(C)C)(C)(C)C>>[C:18]([N:22]=[N:23][C:24]([O:27][O:28][CH2:29][CH2:32][CH2:1][CH3:2])([CH3:25])[CH3:26])([CH3:19])([CH3:20])[CH3:21] |^1:10|. Yields the product C(C)(C)(C)N=NC(C)(C)OOCCCC (2-t-butylazo-2-butylperoxypropane). Reactants: C(C1=CC=CC=C1)OC=1C=C(OCC(=O)OC)C=C(C1[N+](=O)[O-])OC (methyl 3-benzyloxy-5-methoxy-4-nitrophenoxyacetate), [OH-].[Na+] (NaOH), C=1(C(=CC=CC1)N=C=S)C (2-tolyl isothiocyanate), mercuric oxide. The reagents and catalysts are [Pd] (palladium/carbon). Solvent: C(C)O (ethanol), Cl (HCl). Conditions: time 15 hour. Yields the product C(C1=CC=CC=C1)OC=1C=C(OCC(=O)O)C=C(C1[N+](=O)[O-])OC (3-benzyloxy-5-methoxy-4-nitrophenoxyacetic acid). RXN SMILES: [CH2:1]([O:8][C:9]1[CH:10]=[C:11]([CH:18]=[C:19]([O:24][CH3:25])[C:20]=1[N+:21]([O-:23])=[O:22])[O:12][CH2:13][C:14]([O:16]C)=[O:15])[C:2]1[CH:7]=[CH:6][CH:5]=[CH:4][CH:3]=1.C1(C)C(N=C=S)=CC=CC=1.[OH-].[Na+]>C(O)C.Cl.[Pd]>[CH2:1]([O:8][C:9]1[CH:10]=[C:11]([CH:18]=[C:19]([O:24][CH3:25])[C:20]=1[N+:21]([O-:23])=[O:22])[O:12][CH2:13][C:14]([OH:16])=[O:15])[C:2]1[CH:7]=[CH:6][CH:5]=[CH:4][CH:3]=1 |f:2.3|. Procedure: In ethanol (50 ml) was dissolved methyl 3-benzyloxy-5-methoxy-4-nitrophenoxyacetate (1.53 g, 4.41 mmol), followed by the addition of 5% palladium/carbon (1 g). At room temperature and normal pressure, the mixture was subjected to catalytic hydrogenation for 15 hours. The reaction mixture was filtered through Celite under reduced pressure to remove the insoluble matter. The filtrate was stirred at room temperature. To the filtrate was added 2-tolyl isothiocyanate (711 μl, 5.29 mmol). After stirri... Reactants: O[C@H]1C[C@@H]2CC[C@H]3[C@@H]4C[C@H]([C@H](C(C)=O)[C@]4(CC([C@@H]3[C@]2(CC1)C)=O)C)C (3α-Hydroxy-16α-methyl-5α-pregnane-11, 20-dione), O.O.O.O.O.O.O.S(=O)([O-])[O-].[Na+].[Na+] (Sodium sulphite heptahydrate), Br[O-] (hypobromite), [OH-].[Na+] (sodium hydroxide), Br[O-].[Na+] (sodium hypobromite), BrBr (bromine). Solvent: O1CCOCC1 (dioxan), O (water), O1CCOCC1 (dioxan), O (water), O (water). Run at time 3 hour. The product is O[C@H]1C[C@@H]2CC[C@H]3[C@@H]4C[C@H]([C@@H]([C@@]4(C)CC([C@@H]3[C@]2(CC1)C)=O)C(=O)O)C (3α-Hydroxy-16α-methyl-5α -androstan-11-one 17β-carboxylic acid). The yield is 99.5%. As a reaction SMILES: [OH-].[Na+].BrBr.Br[O-].[Na+].[OH:8][C@@H:9]1[CH2:28][CH2:27][C@@:26]2([CH3:29])[C@@H:11]([CH2:12][CH2:13][C@@H:14]3[C@@H:25]2[C:24](=[O:30])[CH2:23][C@@:22]2([CH3:31])[C@H:15]3[CH2:16][C@@H:17]([CH3:32])[C@@H:18]2[C:19](=[O:21])C)[CH2:10]1.Br[O-].O.O.O.O.O.O.O.S([O-])([O-])=[O:43].[Na+].[Na+]>O.O1CCOCC1>[OH:8][C@@H:9]1[CH2:28][CH2:27][C@@:26]2([CH3:29])[C@@H:11]([CH2:12][CH2:13][C@@H:14]3[C@@H:25]2[C:24](=[O:30])[CH2:23][C@@:22]2([CH3:31])[C@H:15]3[CH2:16][C@@H:17]([CH3:32])[C@@H:18]2[C:19]([OH:21])=[O:43])[CH2:10]1 |f:0.1,3.4,7.8.9.10.11.12.13.14.15.16|. Reported procedure: A solution of sodium hydroxide (7.35g.) in water, (55 ml.) was stirred at -5° and bromine added slowly maintaining the temperature between -5° and 0°. Cold dioxan (45 ml.) was added and the pale yellow sodium hypobromite solution stirred at 0° until required. 3α-Hydroxy-16α-methyl-5α-pregnane-11, 20-dione (5.0g.) was dissolved in dioxan (200 ml.) and water (55 ml.). The hypobromite solution was added over 5 min. and the resulting mixture kept between 5° and 10° with stirring for 3 hr. Sodium sul... The reactants are COc1ccc(CN)c(OC)c1, CCOC(C)=O, CS(C)=O, Cc1ccc2ncc(Cl)nc2c1. The product is COc1ccc(CNc2cnc3ccc(C)cc3n2)c(OC)c1. As a reaction SMILES: [CH3:13][O:14][c:15]1[c:16]([CH2:23][NH2:24])[cH:17][cH:18][c:19]([O:21][CH3:22])[cH:20]1.[CH3:25][CH2:26][O:27][C:28]([CH3:29])=[O:30].[CH3:31][S:32]([CH3:33])=[O:34].[Cl:1][c:2]1[n:3][c:4]2[cH:5][c:6]([CH3:12])[cH:7][cH:8][c:9]2[n:10][cH:11]1>>[c:2]1([NH:24][CH2:23][c:16]2[c:15]([O:14][CH3:13])[cH:20][c:19]([O:21][CH3:22])[cH:18][cH:17]2)[n:3][c:4]2[cH:5][c:6]([CH3:12])[cH:7][cH:8][c:9]2[n:10][cH:11]1. Starting materials: Cl.CN1N=CC(=C1)C1=CC=2N(C(=N1)C1=NNC=C1)C=CN2 (7-(1-methyl-1H-pyrazol-4-yl)-5-(1H-pyrazol-3-yl)imidazo[1,2-c]pyrimidine hydrochloride), C1CCC2=NCCCN2CC1 (DBU), C1(CC1)C=CC#N (3-cyclopropylacrylonitrile), C(C)#N (acetonitrile). Conditions: temperature 45 celsius. Product: C1(CC1)C(CC#N)N1N=C(C=C1)C1=NC(=CC=2N1C=CN2)C=2C=NN(C2)C (3-Cyclopropyl-3-(3-(7-(1-methyl-1H-pyrazol-4-yl)imidazo[1,2-c]pyrimidin-5-yl)-1H-pyrazol-1-yl)propanenitrile). Isolated yield 17.5%. As a reaction SMILES: Cl.[CH3:2][N:3]1[CH:7]=[C:6]([C:8]2[N:13]=[C:12]([C:14]3[CH:18]=[CH:17][NH:16][N:15]=3)[N:11]3[CH:19]=[CH:20][N:21]=[C:10]3[CH:9]=2)[CH:5]=[N:4]1.[CH:22]1([CH:25]=[CH:26][C:27]#[N:28])[CH2:24][CH2:23]1.C(#N)C.C1CCN2C(=NCCC2)CC1>>[CH:22]1([CH:25]([N:16]2[CH:17]=[CH:18][C:14]([C:12]3[N:11]4[CH:19]=[CH:20][N:21]=[C:10]4[CH:9]=[C:8]([C:6]4[CH:5]=[N:4][N:3]([CH3:2])[CH:7]=4)[N:13]=3)=[N:15]2)[CH2:26][C:27]#[N:28])[CH2:24][CH2:23]1 |f:0.1|. Procedure details: 7-(1-Methyl-1H-pyrazol-4-yl)-5-(1H-pyrazol-3-yl)imidazo[1,2-c]pyrimidine hydrochloride (Example 129, Step C, 50.2 mg, 0.148 mmol) and 3-cyclopropylacrylonitrile (Preparation B; 69.1 mg, 0.742 mmol) were suspended in acetonitrile (742 μL, 0.148 mmol). DBU (88.8 μL, 0.594 mmol) was added to the reaction mixture and heated at 45° C. for 15 hours. The reaction mixture was purified by reverse phase HPLC using a 0-100% acetonitrile/water gradient. The resultant solid was diluted in Et2O, sonicated, fi...